This data is from the Open Reaction Database (ORD), a public repository of structured organic reaction records. The task is: describe an organic reaction: reactants, conditions, products, and yield The reactants are BrC1=C(C=C(C(=N1)C#N)OC)OC (6-bromo-3,5-dimethoxy-pyridine-2-carbonitrile), C(C)[Mg]Br (ethyl magnesium bromide). The reagents and catalysts are [Ni](Cl)Cl.C1(=CC=CC=C1)P(CCCP(C1=CC=CC=C1)C1=CC=CC=C1)C1=CC=CC=C1 (1,3-bis(diphenylphosphino)propane nickel (II) chloride). The solvent is O1CCCC1 (tetrahydrofuran). Conditions: temperature 0 celsius, time 5 minute. Yields the product C(C)C1=C(C=C(C(=N1)C#N)OC)OC (6-ethyl-3,5-dimethoxy-pyridine-2-carbonitrile). RXN SMILES: Br[C:2]1[N:7]=[C:6]([C:8]#[N:9])[C:5]([O:10][CH3:11])=[CH:4][C:3]=1[O:12][CH3:13].[CH2:14]([Mg]Br)[CH3:15]>O1CCCC1.[Ni](Cl)Cl.C1(P(C2C=CC=CC=2)CCCP(C2C=CC=CC=2)C2C=CC=CC=2)C=CC=CC=1>[CH2:14]([C:2]1[N:7]=[C:6]([C:8]#[N:9])[C:5]([O:10][CH3:11])=[CH:4][C:3]=1[O:12][CH3:13])[CH3:15] |f:3.4|. Reported procedure: Impure 6-bromo-3,5-dimethoxy-pyridine-2-carbonitrile (462 mg; <1.9 mmol) was dissolved in tetrahydrofuran (20 mL) under nitrogen, and to the solution was added 1,3-bis(diphenylphosphino)propane nickel (II) chloride (105 mg; 0.19 mmol). The solution was cooled to 0° C., and a solution of ethyl magnesium bromide (1.0 molar in THF; 2.7 mL; 1.4 eq.) was slowly added. The reaction was stirred for five minutes, and quenched with saturated aqueous ammonium chloride (10 mL). To the reaction was added et... Starting materials: COC(C1=CC=C(C=C1)S(=O)(=O)Cl)=O (4-chlorosulfonyl benzoic acid methyl ester), C(C)OC(=O)C.O (EtOAc—H2O), CC(C)([O-])C.[K+] (potassium tert butoxide), C(C)(C)C1=CNC2=CC=CC=C12 (3-isopropyl indole). Run in CN(C)C=O (DMF), CCCCCC.CCOC(=O)C (hexane EtOAc). Conditions: time 30 minute. Yields the product COC(C1=CC=C(C=C1)S(=O)(=O)N1C=C(C2=CC=CC=C12)C(C)C)=O (4-(3-Isopropyl-indole-1-sulfonyl)-benzoic acid methyl ester). Yield: 51.1%. RXN SMILES: CC(C)([O-])C.[K+].[CH:7]([C:10]1[C:18]2[C:13](=[CH:14][CH:15]=[CH:16][CH:17]=2)[NH:12][CH:11]=1)([CH3:9])[CH3:8].[CH3:19][O:20][C:21](=[O:32])[C:22]1[CH:27]=[CH:26][C:25]([S:28](Cl)(=[O:30])=[O:29])=[CH:24][CH:23]=1.C(OC(C)=O)C.O>CN(C=O)C.CCCCCC.CCOC(C)=O>[CH3:19][O:20][C:21](=[O:32])[C:22]1[CH:23]=[CH:24][C:25]([S:28]([N:12]2[C:13]3[C:18](=[CH:17][CH:16]=[CH:15][CH:14]=3)[C:10]([CH:7]([CH3:9])[CH3:8])=[CH:11]2)(=[O:29])=[O:30])=[CH:26][CH:27]=1 |f:0.1,4.5,7.8|. Procedure: Add potassium tert butoxide 1.0 M (1.6 mL, 0.0016 mol) dropwise to a stirring solution of 3-isopropyl indole (0.217 g, 00136 mol) in dry DMF (20 mL) under N2 at ambient temperature. Stir the reaction mixture for 30 minutes and add portionwise 4-chlorosulfonyl benzoic acid methyl ester (0.328 g, 0.0014 mol). The light brown reaction mixture decolorizes immediately. Stir the resulting yellow solution overnight. Pour into a EtOAc—H2O mixture (100 to 300 mL). Separate the EtOAc and sequentially extr... Reactants: C(C)OC(=O)[C@H]1[C@@H](C[C@H](C1)OS(=O)(=O)C)C(=O)N1CC(CC1)(F)F ((1R,2R,4R)-2-(3,3-Difluoro-pyrrolidine-1-carbonyl)-4-methanesulfonyloxy-cyclopentanecarboxylic acid ethyl ester), BrC=1C=C(C=CC1)S (3-bromothiophenol), oil. Product: C(C)OC(=O)[C@H]1[C@@H](C[C@@H](C1)SC1=CC(=CC=C1)Br)C(=O)N1CC(CC1)(F)F ((1R,2R,4S)-4-(3-Bromo-phenylsulfanyl)-2-(3,3-difluoro-pyrrolidine-1-carbonyl)-cyclopentanecarboxylic acid ethyl ester). As a reaction SMILES: [CH2:1]([O:3][C:4]([C@@H:6]1[CH2:10][C@H:9](OS(C)(=O)=O)[CH2:8][C@H:7]1[C:16]([N:18]1[CH2:22][CH2:21][C:20]([F:24])([F:23])[CH2:19]1)=[O:17])=[O:5])[CH3:2].[Br:25][C:26]1[CH:27]=[C:28]([SH:32])[CH:29]=[CH:30][CH:31]=1>>[CH2:1]([O:3][C:4]([C@@H:6]1[CH2:10][C@@H:9]([S:32][C:28]2[CH:29]=[CH:30][CH:31]=[C:26]([Br:25])[CH:27]=2)[CH2:8][C@H:7]1[C:16]([N:18]1[CH2:22][CH2:21][C:20]([F:23])([F:24])[CH2:19]1)=[O:17])=[O:5])[CH3:2]. Procedure details: The title compound was prepared in analogy to example 68/69 step 8 using (1R,2R,4R)-2-(3,3-difluoro-pyrrolidine-1-carbonyl)-4-methanesulfonyloxy-cyclopentanecarboxylic acid ethyl ester (example 186 step 3) and 3-bromothiophenol. Colorless oil (85%). MS (EI): 464.1 (M+H)+. Starting materials: CNC(=O)c1ccc(C(=O)OC)c(-n2c(C)cc(O)c(Br)c2=O)c1, CN(C)C=O, CCOC(C)=O, Fc1ccc(CBr)c(F)c1, [K+], [K+], O=C([O-])[O-]. Yields the product CNC(=O)c1ccc(C(=O)OC)c(-n2c(C)cc(OCc3ccc(F)cc3F)c(Br)c2=O)c1. Reaction SMILES: [Br:1][c:2]1[c:3](=[O:24])[n:4](-[c:10]2[c:11]([C:12](=[O:13])[O:14][CH3:15])[cH:16][cH:17][c:18]([C:20](=[O:21])[NH:22][CH3:23])[cH:19]2)[c:5]([CH3:9])[cH:6][c:7]1[OH:8].[CH3:41][N:42]([CH3:43])[CH:44]=[O:45].[CH3:46][CH2:47][O:48][C:49](=[O:50])[CH3:51].[F:31][c:32]1[c:33]([CH2:34][Br:35])[cH:36][cH:37][c:38]([F:40])[cH:39]1.[K+:25].[K+:26].[O-:27][C:28]([O-:29])=[O:30]>>[Br:1][c:2]1[c:3](=[O:24])[n:4](-[c:10]2[c:11]([C:12](=[O:13])[O:14][CH3:15])[cH:16][cH:17][c:18]([C:20](=[O:21])[NH:22][CH3:23])[cH:19]2)[c:5]([CH3:9])[cH:6][c:7]1[O:8][CH2:34][c:33]1[c:32]([F:31])[cH:39][c:38]([F:40])[cH:37][cH:36]1. Product: ClC=1C=NC=C(C1SC1=C(C=C(S1)C(=O)NC1CCN(CC1)C(=O)OC(C)(C)C)[N+](=O)[O-])Cl (tert-butyl 4-(5-((3,5-dichloropyridin-4-yl)thio)-4-nitrothiophene-2-carboxamido)piperidine-1-carboxylate), solid. Isolated yield 73.0%. Procedure details: Prepared according to the procedure described for example 50 from 5-[(3,5-dichloro-4-pyridyl)sulfanyl]-4-nitro-thiophene-2-carboxylic acid (3.0 g, 8.5 mmol) and tert-butyl 4-aminopiperidine-1-carboxylate (2.2 g, 10.0 mmol). The title compound was obtained as a solid (3.3 g, 73% yield). 1H NMR (400 MHz, d6-DMSO) δ: 8.98 (2H, s), 8.66 (1H, m), 8.47 (1H, m), 3.87 (3H, m), 2.82 (2H, m), 1.73 (2H, m), 1.37 (9H, s), 1.31 (2H, m). As a reaction SMILES: [Cl:1][C:2]1[CH:3]=[N:4][CH:5]=[C:6]([Cl:20])[C:7]=1[S:8][C:9]1[S:13][C:12]([C:14]([OH:16])=O)=[CH:11][C:10]=1[N+:17]([O-:19])=[O:18].[NH2:21][CH:22]1[CH2:27][CH2:26][N:25]([C:28]([O:30][C:31]([CH3:34])([CH3:33])[CH3:32])=[O:29])[CH2:24][CH2:23]1>>[Cl:20][C:6]1[CH:5]=[N:4][CH:3]=[C:2]([Cl:1])[C:7]=1[S:8][C:9]1[S:13][C:12]([C:14]([NH:21][CH:22]2[CH2:23][CH2:24][N:25]([C:28]([O:30][C:31]([CH3:34])([CH3:33])[CH3:32])=[O:29])[CH2:26][CH2:27]2)=[O:16])=[CH:11][C:10]=1[N+:17]([O-:19])=[O:18]. Reactants: ClC=1C=NC=C(C1SC1=C(C=C(S1)C(=O)O)[N+](=O)[O-])Cl (5-[(3,5-dichloro-4-pyridyl)sulfanyl]-4-nitro-thiophene-2-carboxylic acid), NC1CCN(CC1)C(=O)OC(C)(C)C (tert-butyl 4-aminopiperidine-1-carboxylate). Reactants: BrCC=1C=C(C(=O)OC(C)(C)C)C=CC1[N+](=O)[O-] (tert-butyl 3-(bromomethyl)-4-nitrobenzoate), C1(CC1)N (cyclopropylamine). Solvent: CCO (EtOH). Conditions: time 24 hour. Yields the product C1(CC1)NCC=1C=C(C(=O)OC(C)(C)C)C=CC1[N+](=O)[O-] (tert-Butyl 3-(cyclopropylamino)methyl-4-nitrobenzoate). The yield is 86.7%. RXN SMILES: Br[CH2:2][C:3]1[CH:4]=[C:5]([CH:13]=[CH:14][C:15]=1[N+:16]([O-:18])=[O:17])[C:6]([O:8][C:9]([CH3:12])([CH3:11])[CH3:10])=[O:7].[CH:19]1([NH2:22])[CH2:21][CH2:20]1>CCO>[CH:19]1([NH:22][CH2:2][C:3]2[CH:4]=[C:5]([CH:13]=[CH:14][C:15]=2[N+:16]([O-:18])=[O:17])[C:6]([O:8][C:9]([CH3:12])([CH3:11])[CH3:10])=[O:7])[CH2:21][CH2:20]1. Procedure: 23.7 g of tert-butyl 3-(bromomethyl)-4-nitrobenzoate are suspended in 400 ml of EtOH and treated at 0° C. with 9.0 g of cyclopropylamine. The mixture is stirred for 24 h, concentrated, and the residue is crystallized from petroleum ether. The mother liquor is chromatographed and crystallized. 19 g of the title compound are obtained. MS (DCI) 293 (M+H).